Dataset: the Open Reaction Database (ORD), a public repository of structured organic reaction records. Task: describe an organic reaction: reactants, conditions, products, and yield Starting materials: Cl (hydrogen chloride), C(C1=CC=CC=C1)N1CCC(CC1)(C#C)OC(NCCCC)=O (1-benzyl-4-butylcarbamoyloxy-4-ethynylpiperidine), O1CCOCC1 (dioxane). Conditions: time 8 hour. The product is C(C1=CC=CC=C1)N1CCC2(C(OC(O2)=O)=C)CC1 (8-benzyl-4-methylene-2-oxo-1,3-dioxa-8-azaspiro[4,5]decane). Yield: 80.6%. Reaction SMILES: Cl.[CH2:2]([N:9]1[CH2:14][CH2:13][C:12]([O:17][C:18](=[O:24])NCCCC)([C:15]#[CH:16])[CH2:11][CH2:10]1)[C:3]1[CH:8]=[CH:7][CH:6]=[CH:5][CH:4]=1.[O:25]1CCOCC1>>[CH2:2]([N:9]1[CH2:10][CH2:11][C:12]2([O:17][C:18](=[O:24])[O:25][C:15]2=[CH2:16])[CH2:13][CH2:14]1)[C:3]1[CH:4]=[CH:5][CH:6]=[CH:7][CH:8]=1. Reported procedure: Dry gaseous hydrogen chloride is introduced at 20° to 50° C. during 2.5 to 3 hours into a solution containing 31.4 g of 1-benzyl-4-butylcarbamoyloxy-4-ethynylpiperidine in 157 ml of anhydrous dioxane. After standing overnight the reaction mixture is evaporated in a water bath of 40° to 50° C. temperature under reduced pressure. After adding 200 ml of water to the evaporation residue the base is liberated by sodium hydrogen carbonate. After filtration the solid precipitate is washed to chloride-f... Reactants: C1(CCCC1)N1N=C(C2=CC=CC(=C12)F)C1=CC=C(C=C1)O (4-(1-cyclopentyl-7-fluoro-1H-indazol-3-yl)phenol), P(=O)(OC1=CC=CC=C1)(Cl)Cl (phenyl dichlorophosphate), C[Si]([N-][Si](C)(C)C)(C)C.[Li+] (lithiumhexamethyidisilazide), C1CCOC1 (THF). Product: P(=O)(OC1=CC=C(C=C1)C1=NN(C2=C(C=CC=C12)F)C1CCCC1)(OC1=CC=CC=C1)O (4-(1-cyclopentyl-7-fluoro-1H-indazol-3-yl)phenyl phenyl hydrogen phosphate). Reaction SMILES: [CH:1]1([N:6]2[C:14]3[C:9](=[CH:10][CH:11]=[CH:12][C:13]=3[F:15])[C:8]([C:16]3[CH:21]=[CH:20][C:19]([OH:22])=[CH:18][CH:17]=3)=[N:7]2)[CH2:5][CH2:4][CH2:3][CH2:2]1.[P:23](Cl)(Cl)([O:25][C:26]1[CH:31]=[CH:30][CH:29]=[CH:28][CH:27]=1)=[O:24].C[Si](C)(C)[N-][Si](C)(C)C.[Li+].C1C[O:47]CC1>>[P:23]([OH:47])([O:25][C:26]1[CH:31]=[CH:30][CH:29]=[CH:28][CH:27]=1)([O:22][C:19]1[CH:18]=[CH:17][C:16]([C:8]2[C:9]3[C:14](=[C:13]([F:15])[CH:12]=[CH:11][CH:10]=3)[N:6]([CH:1]3[CH2:5][CH2:4][CH2:3][CH2:2]3)[N:7]=2)=[CH:21][CH:20]=1)=[O:24] |f:2.3|. Reported procedure: A solution of 4-(1-cyclopentyl-7-fluoro-1H-indazol-3-yl)phenol (0.30 g, 1.0 mmol), phenyl dichlorophosphate (0.211 mL, 1.1 mmol), and lithiumhexamethyidisilazide (0.183 g, 1.1 mmol) in 10 mL of THF was stirred for 1 hour at ambient temperature. The reaction mixture was quenched with H2O and concentrated in vacuo. The residues were purified by reversed phase HPLC (Column: HS Hyperprep C18 8 u ID 22 mm; solvent gradient 40% to 100% acetonitrile (0.1% TFA) in H2O; flowrate 10 mL/min) to give 0.120 ... Starting materials: CCc1cc(OCC2CN(C)c3ccccc3O2)cc(C)c1C(=O)O, CN(C)C=O, COCCOC, O=C(Cl)C(=O)Cl. Product: CCc1cc(OCC2CN(C)c3ccccc3O2)cc(C)c1C(=O)Cl. Reaction SMILES: [CH2:1]([CH3:2])[c:3]1[c:4]([C:5](=[O:6])[OH:7])[c:8]([CH3:25])[cH:9][c:10]([O:12][CH2:13][CH:14]2[O:15][c:16]3[c:17]([cH:21][cH:22][cH:23][cH:24]3)[N:18]([CH3:20])[CH2:19]2)[cH:11]1.[CH3:26][N:27]([CH3:28])[CH:29]=[O:30].[CH3:37][O:38][CH2:39][CH2:40][O:41][CH3:42].[Cl:31][C:32]([C:33]([Cl:34])=[O:35])=[O:36]>>[CH2:1]([CH3:2])[c:3]1[c:4]([C:5](=[O:6])[Cl:31])[c:8]([CH3:25])[cH:9][c:10]([O:12][CH2:13][CH:14]2[O:15][c:16]3[c:17]([cH:21][cH:22][cH:23][cH:24]3)[N:18]([CH3:20])[CH2:19]2)[cH:11]1. Reactants: CC(C)(C)C=CB(O)O, CC(=O)[O-], Cc1ccccc1, O=C(NOCc1ccccc1I)c1ccccc1NCc1ccncc1, [NH4+], [Na+], [Na+], O=C([O-])[O-], [Pd], c1ccc(P(c2ccccc2)c2ccccc2)cc1, c1ccc(P(c2ccccc2)c2ccccc2)cc1, c1ccc(P(c2ccccc2)c2ccccc2)cc1, c1ccc(P(c2ccccc2)c2ccccc2)cc1. Product: CC(C)(C)C=Cc1ccccc1CONC(=O)c1ccccc1NCc1ccncc1. RXN SMILES: [CH3:27][C:28]([CH:29]=[CH:30][B:31]([OH:32])[OH:33])([CH3:34])[CH3:35].[CH3:43][C:44](=[O:45])[O-:46].[CH3:47][c:48]1[cH:49][cH:50][cH:51][cH:52][cH:53]1.[I:1][c:2]1[c:3]([CH2:4][O:5][NH:6][C:7]([c:8]2[c:9]([NH:14][CH2:15][c:16]3[cH:17][cH:18][n:19][cH:20][cH:21]3)[cH:10][cH:11][cH:12][cH:13]2)=[O:22])[cH:23][cH:24][cH:25][cH:26]1.[NH4+:42].[Na+:36].[Na+:37].[O-:38][C:39](=[O:40])[O-:41].[Pd:54].[c:112]1([P:113]([c:114]2[cH:115][cH:116][cH:117][cH:118][cH:119]2)[c:120]2[cH:121][cH:122][cH:123][cH:124][cH:125]2)[cH:126][cH:127][cH:128][cH:129][cH:130]1.[c:55]1([P:56]([c:57]2[cH:58][cH:59][cH:60][cH:61][cH:62]2)[c:63]2[cH:64][cH:65][cH:66][cH:67][cH:68]2)[cH:69][cH:70][cH:71][cH:72][cH:73]1.[c:74]1([P:75]([c:76]2[cH:77][cH:78][cH:79][cH:80][cH:81]2)[c:82]2[cH:83][cH:84][cH:85][cH:86][cH:87]2)[cH:88][cH:89][cH:90][cH:91][cH:92]1.[c:93]1([P:94]([c:95]2[cH:96][cH:97][cH:98][cH:99][cH:100]2)[c:101]2[cH:102][cH:103][cH:104][cH:105][cH:106]2)[cH:107][cH:108][cH:109][cH:110][cH:111]1>>[c:2]1([CH:30]=[CH:29][C:28]([CH3:27])([CH3:34])[CH3:35])[c:3]([CH2:4][O:5][NH:6][C:7]([c:8]2[c:9]([NH:14][CH2:15][c:16]3[cH:17][cH:18][n:19][cH:20][cH:21]3)[cH:10][cH:11][cH:12][cH:13]2)=[O:22])[cH:23][cH:24][cH:25][cH:26]1. Starting materials: CN1C(=NC2=C1C=C(C=C2)[N+](=O)[O-])SCC2=CN=CN2CCC (1-methyl-6-nitro-2-(((1-propylimidazol-5-yl)methyl)sulfanyl)benzimidazole), reduced iron, [Cl-].[Ca+2].[Cl-] (calcium chloride). Solvent: C(C)O (ethanol). Product: NC=1C=CC2=C(N(C(=N2)SCC2=CN=CN2CCC)C)C1 (6-amino-1-methyl-2-(((1-propylimidazol-5-yl)methyl)sulfanyl)benzimidazole). Isolated yield 81.3%. As a reaction SMILES: [CH3:1][N:2]1[C:6]2[CH:7]=[C:8]([N+:11]([O-])=O)[CH:9]=[CH:10][C:5]=2[N:4]=[C:3]1[S:14][CH2:15][C:16]1[N:20]([CH2:21][CH2:22][CH3:23])[CH:19]=[N:18][CH:17]=1.[Cl-].[Ca+2].[Cl-]>C(O)C>[NH2:11][C:8]1[CH:9]=[CH:10][C:5]2[N:4]=[C:3]([S:14][CH2:15][C:16]3[N:20]([CH2:21][CH2:22][CH3:23])[CH:19]=[N:18][CH:17]=3)[N:2]([CH3:1])[C:6]=2[CH:7]=1 |f:1.2.3|. Procedure: An aqueous solution of 1-methyl-6-nitro-2-(((1-propylimidazol-5-yl)methyl)sulfanyl)benzimidazole (230 mg), reduced iron (194 mg) and anhydrous calcium chloride (38.5 mg) in 85% ethanol (10 ml) was stirred for 1 day under nitrogen atmosphere at 105° C. The mixture was allowed to be at room temperature, the insolubles were filtered off, water was added to the mixture, and the mixture was extracted with ethyl acetate. The organic layer was washed with saturated brine and dried over magnesium sulfat... The reactants are OC1=CC=C(C=CC(=O)O)C=C1 (p-hydroxy cinnamic acid). Solvent: CS(=O)C (DMSO). Reaction conditions: temperature 90 celsius, time 1.5 hour. Product: C(C=CC1=CC=CC=C1)(=O)O (cinnamic acid). Reaction SMILES: O[C:2]1[CH:12]=[CH:11][C:5]([CH:6]=[CH:7][C:8]([OH:10])=[O:9])=[CH:4][CH:3]=1>CS(C)=O>[C:8]([OH:10])(=[O:9])[CH:7]=[CH:6][C:5]1[CH:4]=[CH:3][CH:2]=[CH:12][CH:11]=1. Procedure details: 2.8 g of p-hydroxy cinnamic acid was dissolved in 3 ml of DMSO, and 10 mg of sodium hydride of which the oil was washed by hexane was added. The mixture was stirred and heated to 90° C. under a flow of N2 gas. 5.0 g of glycidol was added gradually, heating and agitation were carried out for 1.5 hours, neutralized by adding hydrochloric acid and then the adduct of cinnamic acid and glycerin was obtained.